From a dataset of the Open Reaction Database (ORD), a public repository of structured organic reaction records. describe an organic reaction: reactants, conditions, products, and yield Reactants: COC1=CC=C(C=C1)Br (4-methoxybromobenzene), [Mg] (magnesium), Cl (hydrochloric acid), C[SiH](Cl)C (dimethylchlorosilane). Reagents/catalysts: BrCCBr (1,2-dibromoethane). Solvent: O1CCCC1 (tetrahydrofuran), O1CCCC1 (tetrahydrofuran). Yields the product COC1=CC=C(C=C1)[SiH](C)C ((4-methoxyphenyl)dimethylsilane). Isolated yield 83.3%. Reaction SMILES: [Mg].[CH3:2][O:3][C:4]1[CH:9]=[CH:8][C:7](Br)=[CH:6][CH:5]=1.[CH3:11][SiH:12]([CH3:14])Cl.Cl>BrCCBr.O1CCCC1>[CH3:2][O:3][C:4]1[CH:9]=[CH:8][C:7]([SiH:12]([CH3:14])[CH3:11])=[CH:6][CH:5]=1. Procedure details: In a flask under a nitrogen atmosphere were placed 2.54 g (0.104 mole) of magnesium metal and approximately 25 mL of dry tetrahydrofuran. To this mixture was added a few drops of 1,2-dibromoethane. This was followed by the slow addition of a solution of 19.54 g (0.104 mole) of 4-methoxybromobenzene in 30 mL of tetrahydrofuran. After completion of addition, this reaction mixture was heated at reflux for one hour and was then cooled to room temperature. Slowly 9.89 g (0.105 mole) of dimethylchloro... The reactants are C(C)(C)C1=CC=C(C=C1)NN (4-isopropylphenylhydrazine), ClC1=CC=C(C=C1)S(=O)(=O)N1C2C(C(CC1CCC2)=O)=CO (9-(4-chlorophenylsulfonyl)-2-(hydroxymethylene)-9-azabicyclo[3.3.1]nonan-3-one). Yields the product ClC1=CC=C(C=C1)S(=O)(=O)N1C2C=3C=NN(C3CC1CCC2)C2=CC=C(C=C2)C(C)C (12-(4-Chloro-benzenesulfonyl)-5-(4-isopropyl-phenyl)-4,5,12-triaza-tricyclo[6.3.1.02,6]dodeca-2(6),3-diene). As a reaction SMILES: [CH:1]([C:4]1[CH:9]=[CH:8][C:7]([NH:10][NH2:11])=[CH:6][CH:5]=1)([CH3:3])[CH3:2].[Cl:12][C:13]1[CH:18]=[CH:17][C:16]([S:19]([N:22]2[CH:27]3[CH2:28][CH2:29][CH2:30][CH:23]2[C:24](=[CH:32]O)[C:25](=O)[CH2:26]3)(=[O:21])=[O:20])=[CH:15][CH:14]=1>>[Cl:12][C:13]1[CH:14]=[CH:15][C:16]([S:19]([N:22]2[CH:27]3[CH2:28][CH2:29][CH2:30][CH:23]2[C:24]2[CH:32]=[N:11][N:10]([C:7]4[CH:8]=[CH:9][C:4]([CH:1]([CH3:3])[CH3:2])=[CH:5][CH:6]=4)[C:25]=2[CH2:26]3)(=[O:21])=[O:20])=[CH:17][CH:18]=1. Procedure: Prepared as described in Example 5 using 4-isopropylphenylhydrazine and 9-(4-chlorophenylsulfonyl)-2-(hydroxymethylene)-9-azabicyclo[3.3.1]nonan-3-one which was prepared as described in Example 34. The reactants are Cl (hydrochloric acid), ice water, [H-].[Na+] (sodium hydride), C(C1=CC=CC=C1)OC=1C(=CC(=C(C1)C(C(=O)NC1CCCCC1)=O)C1=NOC(=N1)C)OC (2-[5-benzyloxy-4-methoxy-2-(5-methyl-[1,2,4]oxadiazol-3-yl)phenyl]N-cyclohexyl-2-oxoacetamide), IC (iodomethane). The solvent is CN(C=O)C (N,N-dimethylformamide), C(C)(=O)OCC (Ethyl acetate). Run at time 20 minute. Product: C(C1=CC=CC=C1)OC=1C(=CC(=C(C1)C(C(=O)N(C)C1CCCCC1)=O)C1=NOC(=N1)C)OC (2-[5-Benzyloxy-4-methoxy-2-(5-methyl-[1,2,4]oxadiazol-3-yl)phenyl]N-cyclohexyl-N-methyl-2-oxoacetamide). Reaction SMILES: [CH2:1]([O:8][C:9]1[C:10]([O:32][CH3:33])=[CH:11][C:12]([C:26]2[N:30]=[C:29]([CH3:31])[O:28][N:27]=2)=[C:13]([C:15](=[O:25])[C:16]([NH:18][CH:19]2[CH2:24][CH2:23][CH2:22][CH2:21][CH2:20]2)=[O:17])[CH:14]=1)[C:2]1[CH:7]=[CH:6][CH:5]=[CH:4][CH:3]=1.[H-].[Na+].I[CH3:37].Cl>C(OCC)(=O)C.CN(C)C=O>[CH2:1]([O:8][C:9]1[C:10]([O:32][CH3:33])=[CH:11][C:12]([C:26]2[N:30]=[C:29]([CH3:31])[O:28][N:27]=2)=[C:13]([C:15](=[O:25])[C:16]([N:18]([CH:19]2[CH2:20][CH2:21][CH2:22][CH2:23][CH2:24]2)[CH3:37])=[O:17])[CH:14]=1)[C:2]1[CH:3]=[CH:4][CH:5]=[CH:6][CH:7]=1 |f:1.2|. Procedure: To a mixture of 2-[5-benzyloxy-4-methoxy-2-(5-methyl-[1,2,4]oxadiazol-3-yl)phenyl]N-cyclohexyl-2-oxoacetamide (reference example 14-15) (860 mg) and N,N-dimethylformamide (6 mL) was added sodium hydride (60%, 92 mg). After stirring at room temperature for 20 minutes, iodomethane (0.48 mL) was added to the mixture. After stirring at room temperature for 8 hours, the mixture was poured into a mixture of 2 mol/L hydrochloric acid and ice-water. Ethyl acetate was added to the mixture. The separated ... The reactants are C(O)CN (ethanolamine), C(CCCCCCCCCCCCCCCCC)(=O)O (stearic acid). Run in C(C)O (ethanol). Conditions: temperature 135 celsius, time 5 hour. The product is OCCNC(CCCCCCCCCCCCCCCCC)=O (N-(2-hydroxyethyl)stearamide). As a reaction SMILES: [CH2:1]([CH2:3][NH2:4])[OH:2].[C:5](O)(=[O:23])[CH2:6][CH2:7][CH2:8][CH2:9][CH2:10][CH2:11][CH2:12][CH2:13][CH2:14][CH2:15][CH2:16][CH2:17][CH2:18][CH2:19][CH2:20][CH2:21][CH3:22]>C(O)C>[OH:2][CH2:1][CH2:3][NH:4][C:5](=[O:23])[CH2:6][CH2:7][CH2:8][CH2:9][CH2:10][CH2:11][CH2:12][CH2:13][CH2:14][CH2:15][CH2:16][CH2:17][CH2:18][CH2:19][CH2:20][CH2:21][CH3:22]. Reported procedure: To a solution of 24.4 g (0.4 mole) ethanolamine in 500 ml ethanol at 60° C. was added 85.2 g (0.3 mole) stearic acid. The ethanol was distilled off until the pot temperature reached 100° C., at which time 300 ml toluene was added, and the water was distilled off as an azeotrope. After 5 hours at 110° C., 6 ml water was recovered in the Stark & Dean trap. Some toluene was removed to raise the pot temperature to 135° C. After an additional 4 hours, another 7 ml water was trapped. The title product...